Dataset: the Open Reaction Database (ORD), a public repository of structured organic reaction records. Task: describe an organic reaction: reactants, conditions, products, and yield Starting materials: C1=C(C=CC2=CC=CC=C12)S(=O)(=O)Cl (2-naphthylsulphonyl chloride), N[C@H](CC1=CC=CC=C1)C(=O)O ((R)-phenylalanine). Run in CCOCC (ether), [OH-].[Na+] (sodium hydroxide). Run at time 15 hour. The product is C1=C(C=CC2=CC=CC=C12)S(=O)(=O)N[C@H](CC1=CC=CC=C1)C(=O)O (N-(2-naphthylsulfonyl)-3-phenyl-D-alanine). Isolated yield 91.7%. RXN SMILES: [CH:1]1[C:10]2[C:5](=[CH:6][CH:7]=[CH:8][CH:9]=2)[CH:4]=[CH:3][C:2]=1[S:11](Cl)(=[O:13])=[O:12].[NH2:15][C@@H:16]([C:24]([OH:26])=[O:25])[CH2:17][C:18]1[CH:23]=[CH:22][CH:21]=[CH:20][CH:19]=1>CCOCC.[OH-].[Na+]>[CH:1]1[C:10]2[C:5](=[CH:6][CH:7]=[CH:8][CH:9]=2)[CH:4]=[CH:3][C:2]=1[S:11]([NH:15][C@@H:16]([C:24]([OH:26])=[O:25])[CH2:17][C:18]1[CH:23]=[CH:22][CH:21]=[CH:20][CH:19]=1)(=[O:13])=[O:12] |f:3.4|. Procedure: 20 g of 2-naphthylsulphonyl chloride in 150 ml of ether are added to a solution of 7.3 g of (R)-phenylalanine in 120 ml of 1N sodium hydroxide solution. The reaction mixture is stirred for 15 hours and decanted. The aqueous phase is separated, washed with ether, acidified to pH 3 with HCl and extracted with ethyl acetate. The organic phase is dried and evaporated. The separated crystals are suspended in ether and filtered off. There are obtained 14.4 g of N-(2-naphthylsulfonyl)-3-phenyl-D-alanin... Reactants: CB1OB(OB(O1)C)C (trimethylboroxine), resultant mixture, CB1OB(OB(O1)C)C (Trimethylboroxine), BrC=1C=2C(C=[N+](C1)[O-])=CN(N2)C2=C(C=CC=C2Cl)Cl (7-bromo-2-(2,6-dichlorophenyl)-2H-pyrazolo[4,3-c]pyridine-5-oxide), C([O-])([O-])=O.[K+].[K+] (potassium carbonate). Reagents/catalysts: C=1C=CC(=CC1)[P](C=2C=CC=CC2)(C=3C=CC=CC3)[Pd]([P](C=4C=CC=CC4)(C=5C=CC=CC5)C=6C=CC=CC6)([P](C=7C=CC=CC7)(C=8C=CC=CC8)C=9C=CC=CC9)[P](C=1C=CC=CC1)(C=1C=CC=CC1)C=1C=CC=CC1 (Pd(PPh3)4). Run in O1CCOCC1 (dioxane). Reaction conditions: temperature 80 celsius. The product is ClC1=C(C(=CC=C1)Cl)N1N=C2C(C=[N+](C=C2C)[O-])=C1 (2-(2,6-Dichlorophenyl)-7-methyl-2H-pyrazolo[4,3-c]pyridine-5-oxide). The yield is 68.8%. As a reaction SMILES: CB1OB(C)OB(C)O1.Br[C:11]1[C:12]2[C:13](=[CH:18][N:19]([C:21]3[C:26]([Cl:27])=[CH:25][CH:24]=[CH:23][C:22]=3[Cl:28])[N:20]=2)[CH:14]=[N+:15]([O-:17])[CH:16]=1.[C:29](=O)([O-])[O-].[K+].[K+]>O1CCOCC1.C1C=CC([P]([Pd]([P](C2C=CC=CC=2)(C2C=CC=CC=2)C2C=CC=CC=2)([P](C2C=CC=CC=2)(C2C=CC=CC=2)C2C=CC=CC=2)[P](C2C=CC=CC=2)(C2C=CC=CC=2)C2C=CC=CC=2)(C2C=CC=CC=2)C2C=CC=CC=2)=CC=1>[Cl:28][C:22]1[CH:23]=[CH:24][CH:25]=[C:26]([Cl:27])[C:21]=1[N:19]1[CH:18]=[C:13]2[CH:14]=[N+:15]([O-:17])[CH:16]=[C:11]([CH3:29])[C:12]2=[N:20]1 |f:2.3.4,^1:44,46,65,84|. Reported procedure: Trimethylboroxine (0.348 mL, 2.5 mmol) was added to a suspension of 7-bromo-2-(2,6-dichlorophenyl)-2H-pyrazolo[4,3-c]pyridine-5-oxide (720 mg, 2.0 mmol), potassium carbonate (829 mg, 6.0 mmol) and Pd(PPh3)4 (228 mg, 0.2 mmol) in dioxane (11 mL) and the reaction mixture was heated at 80° C., under an atmosphere of nitrogen overnight. Additional trimethylboroxine (0.278 mL) was added and the reaction mixture was heated at 80° C. for another 2 hours. The resultant mixture was cooled to room tempera... Starting materials: Brc1ncccn1, CCOC1CN(c2ncccn2)CC1Nc1nc(CC)c(-c2ccc(OC)nc2C)nc1CC, CCOC1CNCC1Nc1nc(CC)c(-c2ccc(OC)nc2OC)nc1CC. The product is CCOC1CN(c2ncccn2)CC1Nc1nc(CC)c(-c2ccc(OC)nc2OC)nc1CC. RXN SMILES: [Br:35][c:36]1[n:37][cH:38][cH:39][cH:40][n:41]1.[CH2:1]([CH3:2])[O:3][CH:4]1[CH:5]([NH:15][c:16]2[n:17][c:18]([CH2:33][CH3:34])[c:19](-[c:24]3[c:25]([CH3:32])[n:26][c:27]([O:30][CH3:31])[cH:28][cH:29]3)[n:20][c:21]2[CH2:22][CH3:23])[CH2:6][N:7]([c:9]2[n:10][cH:11][cH:12][cH:13][n:14]2)[CH2:8]1.[CH3:42][O:43][c:44]1[c:45](-[c:46]2[n:47][c:48]([CH2:49][CH3:50])[c:51]([NH:52][CH:53]3[CH:54]([O:55][CH2:56][CH3:57])[CH2:58][NH:59][CH2:60]3)[n:61][c:62]2[CH2:63][CH3:64])[cH:65][cH:66][c:67]([O:68][CH3:69])[n:70]1>>[CH2:1]([CH3:2])[O:3][CH:4]1[CH:5]([NH:15][c:16]2[n:17][c:18]([CH2:33][CH3:34])[c:19](-[c:24]3[c:25]([O:43][CH3:42])[n:26][c:27]([O:30][CH3:31])[cH:28][cH:29]3)[n:20][c:21]2[CH2:22][CH3:23])[CH2:6][N:7]([c:9]2[n:10][cH:11][cH:12][cH:13][n:14]2)[CH2:8]1. Starting materials: COC(CCC1CCN(CC1)C1=CC=C(C=C1)C(C)(C)C)=O (3-[1-(4-tert-butyl-phenyl)-piperidin-4-yl]-propionic acid methyl ester), [OH-].[Li+] (lithium hydroxide), O1CCCC1 (tetrahydrofuran). Run in O (water), C(C)#N (acetonitrile). Yields the product [Li+].C(C)(C)(C)C1=CC=C(C=C1)N1CCC(CC1)CCC(=O)[O-] (3-[1-(4-tert-butyl-phenyl)-piperidin-4-yl]-propionic acid lithium salt). Reaction SMILES: C[O:2][C:3](=[O:22])[CH2:4][CH2:5][CH:6]1[CH2:11][CH2:10][N:9]([C:12]2[CH:17]=[CH:16][C:15]([C:18]([CH3:21])([CH3:20])[CH3:19])=[CH:14][CH:13]=2)[CH2:8][CH2:7]1.[OH-].[Li+:24].O1CCCC1>O.C(#N)C>[Li+:24].[C:18]([C:15]1[CH:14]=[CH:13][C:12]([N:9]2[CH2:10][CH2:11][CH:6]([CH2:5][CH2:4][C:3]([O-:22])=[O:2])[CH2:7][CH2:8]2)=[CH:17][CH:16]=1)([CH3:21])([CH3:19])[CH3:20] |f:1.2,6.7|. Procedure: To 3-[1-(4-tert-butyl-phenyl)-piperidin-4-yl]-propionic acid methyl ester (295 mg; 0.97 mmol, prepared in accordance with Example 145) is added lithium hydroxide (72 mg; 3.00 mmol) dissolved in water (6.5 mL). After dilution with tetrahydrofuran (10 mL) the reaction mixture is stirred for 2-4 hours. The mixture is then diluted with acetonitrile until a precipitate is formed. The solid is collected by filtration and dried under high vacuum to deliver the desired product (468 mg) which is used in ...